describe an organic reaction: reactants, conditions, products, and yield From a dataset of the Open Reaction Database (ORD), a public repository of structured organic reaction records. The reactants are COc1ccc(-n2nc(C(F)(F)F)cc2C(=O)O)c(CN=[N+]=[N-])c1, Nc1ccc(F)cc1C(=O)O, O, O=C(O)C(F)(F)F, Cl[Sn]Cl. Product: [N-]=[N+]=NCc1cc(F)ccc1-n1nc(C(F)(F)F)cc1C(=O)O. RXN SMILES: [F:12][C:13]([c:14]1[n:15][n:16](-[c:22]2[c:23]([CH2:30][N:31]=[N+:32]=[N-:33])[cH:24][c:25]([O:28][CH3:29])[cH:26][cH:27]2)[c:17]([C:19](=[O:20])[OH:21])[cH:18]1)([F:34])[F:35].[F:1][c:2]1[cH:3][c:4]([C:9]([OH:10])=[O:11])[c:5]([NH2:6])[cH:7][cH:8]1.[OH2:39].[OH:40][C:41]([C:42]([F:43])([F:44])[F:45])=[O:46].[Sn:36]([Cl:37])[Cl:38]>>[F:1][c:25]1[cH:24][c:23]([CH2:30][N:31]=[N+:32]=[N-:33])[c:22](-[n:16]2[n:15][c:14]([C:13]([F:12])([F:34])[F:35])[cH:18][c:17]2[C:19](=[O:20])[OH:21])[cH:27][cH:26]1. Starting materials: Cc1c(CO)oc2ccccc12, ClCCl, O=S(Cl)Cl. The product is Cc1c(CCl)oc2ccccc12. RXN SMILES: [CH3:1][c:2]1[c:3]([CH2:11][OH:12])[o:4][c:5]2[c:6]1[cH:7][cH:8][cH:9][cH:10]2.[Cl:17][CH2:18][Cl:19].[S:13]([Cl:14])([Cl:15])=[O:16]>>[CH3:1][c:2]1[c:3]([CH2:11][Cl:15])[o:4][c:5]2[c:6]1[cH:7][cH:8][cH:9][cH:10]2. Starting materials: BrCc1ccccc1, CCOC(=O)c1ccc(N)cc1, O. The product is CCOC(=O)c1ccc(NCc2ccccc2)cc1. As a reaction SMILES: [Br:13][CH2:14][c:15]1[cH:16][cH:17][cH:18][cH:19][cH:20]1.[NH2:1][c:2]1[cH:3][cH:4][c:5]([C:6](=[O:7])[O:8][CH2:9][CH3:10])[cH:11][cH:12]1.[OH2:21]>>[NH:1]([c:2]1[cH:3][cH:4][c:5]([C:6](=[O:7])[O:8][CH2:9][CH3:10])[cH:11][cH:12]1)[CH2:14][c:15]1[cH:16][cH:17][cH:18][cH:19][cH:20]1. The reactants are O=C([O-])[O-], Cc1ccccc1, OB(O)c1cccc(F)c1, CCCCCC1CCC(c2ccc(I)cc2)CC1, [K+], [K+], O. Yields the product CCCCCC1CCC(c2ccc(-c3cccc(F)c3)cc2)CC1. As a reaction SMILES: [C:29](=[O:30])([O-:31])[O-:32].[CH3:35][c:36]1[cH:37][cH:38][cH:39][cH:40][cH:41]1.[F:19][c:20]1[cH:21][c:22]([B:26]([OH:27])[OH:28])[cH:23][cH:24][cH:25]1.[I:1][c:2]1[cH:3][cH:4][c:5]([CH:8]2[CH2:9][CH2:10][CH:11]([CH2:14][CH2:15][CH2:16][CH2:17][CH3:18])[CH2:12][CH2:13]2)[cH:6][cH:7]1.[K+:33].[K+:34].[OH2:42]>>[c:2]1(-[c:22]2[cH:21][c:20]([F:19])[cH:25][cH:24][cH:23]2)[cH:3][cH:4][c:5]([CH:8]2[CH2:9][CH2:10][CH:11]([CH2:14][CH2:15][CH2:16][CH2:17][CH3:18])[CH2:12][CH2:13]2)[cH:6][cH:7]1. Reactants: CC([O-])C.[Al+3].CC([O-])C.CC([O-])C (aluminum isopropoxide), C(C)[C@]12[C@H](CC[C@H]2[C@H]2[C@H](CC1)C=1CC=C(CC1C(C2)C)OC)O (13-ethyl-3-methoxy-6-methylgona-2,5(10)-dien-17β-ol), C1(CCCCC1)=O (cyclohexanone), S(=O)(=O)([O-])[O-].[Na+].[Na+] (sodium sulfate). The solvent is C1(=CC=CC=C1)C (toluene), O (water), C1(=CC=CC=C1)C (toluene). Reaction conditions: time 0.5 hour. The product is C(C)[C@]12C(CC[C@H]2[C@H]2[C@H](CC1)C=1CC=C(CC1C(C2)C)OC)=O (13β-ethyl-6-methyl-3-methoxygona-2,5(10)-dien-17-one). Yield: 65.9%. Reaction SMILES: [CH2:1]([C@:3]12[CH2:11][CH2:10][C@@H:9]3[C:12]4[CH2:13][CH:14]=[C:15]([O:21][CH3:22])[CH2:16][C:17]=4[CH:18]([CH3:20])[CH2:19][C@H:8]3[C@@H:7]1[CH2:6][CH2:5][C@@H:4]2[OH:23])[CH3:2].C1(=O)CCCCC1.CC(C)[O-].[Al+3].CC(C)[O-].CC(C)[O-].S([O-])([O-])(=O)=O.[Na+].[Na+]>C1(C)C=CC=CC=1.O>[CH2:1]([C@:3]12[CH2:11][CH2:10][C@@H:9]3[C:12]4[CH2:13][CH:14]=[C:15]([O:21][CH3:22])[CH2:16][C:17]=4[CH:18]([CH3:20])[CH2:19][C@H:8]3[C@@H:7]1[CH2:6][CH2:5][C:4]2=[O:23])[CH3:2] |f:2.3.4.5,6.7.8|. Reported procedure: Dissolve dl-13-ethyl-3-methoxy-6-methylgona-2,5(10)-dien-17β-ol (5.5 g) in toluene (200 ml) containing cyclohexanone (70 ml) and treat with aluminum isopropoxide (4.0 g) in toluene (50 ml). Reflux under nitrogen for 2.5 hours, then add water (10 ml) followed by anhydrous sodium sulfate (5 g). Stir the suspension for 0.5 hour, filter, and wash the filter cake with benzene. Remove the solvents and concentrate the residue at 100° under vacuum (.02 mm). Triturate the crystalline residue with ice-col... Reactants: CCCCCn1ccnc1CSc1ccc(NC(=O)C2=Cc3cc(-c4ccc(OCCOCCCC)cc4)ccc3N(CC(C)C)CC2)cc1, ClCCl, [Na+], [Na+], O=C(OO)c1cccc(Cl)c1, O=S([O-])([O-])=S. Product: CCCCCn1ccnc1CS(=O)c1ccc(NC(=O)C2=Cc3cc(-c4ccc(OCCOCCCC)cc4)ccc3N(CC(C)C)CC2)cc1. As a reaction SMILES: [CH2:1]([CH2:2][CH2:3][CH3:4])[O:5][CH2:6][CH2:7][O:8][c:9]1[cH:10][cH:11][c:12](-[c:15]2[cH:16][cH:17][c:18]3[c:19]([cH:50]2)[CH:20]=[C:21]([C:29](=[O:30])[NH:31][c:32]2[cH:33][cH:34][c:35]([S:38][CH2:39][c:40]4[n:41]([CH2:45][CH2:46][CH2:47][CH2:48][CH3:49])[cH:42][cH:43][n:44]4)[cH:36][cH:37]2)[CH2:22][CH2:23][N:24]3[CH2:25][CH:26]([CH3:27])[CH3:28])[cH:13][cH:14]1.[Cl:69][CH2:70][Cl:71].[Na+:67].[Na+:68].[OH:51][O:52][C:53]([c:54]1[cH:55][c:56]([Cl:57])[cH:58][cH:59][cH:60]1)=[O:61].[S:62]([O-:63])([O-:64])(=[O:65])=[S:66]>>[CH2:1]([CH2:2][CH2:3][CH3:4])[O:5][CH2:6][CH2:7][O:8][c:9]1[cH:10][cH:11][c:12](-[c:15]2[cH:16][cH:17][c:18]3[c:19]([cH:50]2)[CH:20]=[C:21]([C:29](=[O:30])[NH:31][c:32]2[cH:33][cH:34][c:35]([S:38]([CH2:39][c:40]4[n:41]([CH2:45][CH2:46][CH2:47][CH2:48][CH3:49])[cH:42][cH:43][n:44]4)=[O:51])[cH:36][cH:37]2)[CH2:22][CH2:23][N:24]3[CH2:25][CH:26]([CH3:27])[CH3:28])[cH:13][cH:14]1. The reactants are CC(C)Cc1ccc(C(C)C(=O)O)cc1, COc1ccc2c3c1OC1C(O)C=CC4C(C2)N(C)CCC341. Yields the product CC(C)Cc1ccc(C(C)C(=O)O)cc1, COc1ccc2c3c1OC1C(O)C=CC4C(C2)N(C)CCC341. As a reaction SMILES: [CH3:23][CH:24]([CH3:25])[CH2:26][c:27]1[cH:28][cH:29][c:30]([CH:33]([CH3:34])[C:35]([OH:36])=[O:37])[cH:31][cH:32]1.[CH:1]12[CH:2]=[CH:3][CH:4]([OH:5])[CH:6]3[O:7][c:8]4[c:9]([O:10][CH3:11])[cH:12][cH:13][c:14]5[c:22]4[C:21]13[CH2:20][CH2:19][N:17]([CH3:18])[CH:16]2[CH2:15]5>>[CH3:23][CH:24]([CH3:25])[CH2:26][c:27]1[cH:28][cH:29][c:30]([CH:33]([CH3:34])[C:35](=[O:36])[OH:37])[cH:31][cH:32]1.[CH:1]12[CH:2]=[CH:3][CH:4]([OH:5])[CH:6]3[O:7][c:8]4[c:9]([O:10][CH3:11])[cH:12][cH:13][c:14]5[c:22]4[C:21]13[CH2:20][CH2:19][N:17]([CH3:18])[CH:16]2[CH2:15]5.